Dataset: the Open Reaction Database (ORD), a public repository of structured organic reaction records. Task: describe an organic reaction: reactants, conditions, products, and yield The reactants are COC=1C2=C(N=CN1)N(C(=C2)C2=CNC1=CC=C(C=C21)OC)S(=O)(=O)C2=CC=C(C=C2)C (4-methoxy-6-(5-methoxy-1H-indol-3-yl)-7-[(4-methylphenyl)sulfonyl]-7H-pyrrolo[2,3-d]pyrimidine), [OH-].[K+] (potassium hydroxide). Solvent: CO (methanol). Run at time 2 hour. The product is COC=1C2=C(N=CN1)NC(=C2)C2=CNC1=CC=C(C=C21)OC (4-methoxy-6-(5-methoxy-1H-indol-3-yl)-7H-pyrrolo[2,3-d]pyrimidine). Yield: 108.8%. As a reaction SMILES: [CH3:1][O:2][C:3]1[C:4]2[CH:11]=[C:10]([C:12]3[C:20]4[C:15](=[CH:16][CH:17]=[C:18]([O:21][CH3:22])[CH:19]=4)[NH:14][CH:13]=3)[N:9](S(C3C=CC(C)=CC=3)(=O)=O)[C:5]=2[N:6]=[CH:7][N:8]=1.[OH-].[K+]>CO>[CH3:1][O:2][C:3]1[C:4]2[CH:11]=[C:10]([C:12]3[C:20]4[C:15](=[CH:16][CH:17]=[C:18]([O:21][CH3:22])[CH:19]=4)[NH:14][CH:13]=3)[NH:9][C:5]=2[N:6]=[CH:7][N:8]=1 |f:1.2|. Reported procedure: A solution of 4-methoxy-6-(5-methoxy-1H-indol-3-yl)-7-[(4-methylphenyl)sulfonyl]-7H-pyrrolo[2,3-d]pyrimidine [448 mg, Reference Example 5] in methanol (15 mL) was treated with potassium hydroxide (1.96 g). The reaction mixture was stirred for 2 hours at room temperature and the solvent was evaporated under reduced pressure. The residue was partitioned between water and ethyl acetate. The organic phase was separated, then dried over magnesium sulfate and then evaporated under reduced pressure. Th... The solvent is Cl.CO (HCl MeOH). The reactants are [N+](=O)([O-])C=1C=C2C=C(NC2=CC1)C1=NC=CC=C1 (5-Nitro-2-(pyridin-2-yl)-1H-indole). Reaction conditions: time 1 hour. The yield is 110.6%. Reported procedure: 5-Nitro-2-(pyridin-2-yl)-1H-indole (1.0 g, 4.2 mmol) was added to HCl/MeOH (2 M, 50 mL). The reaction mixture was stirred at room temperature for 1 h and the solvent was evaporated under vacuum. PtO2 (200 mg) was added to a solution of the residue in MeOH (50 mL) and the reaction mixture was stirred under hydrogen atmosphere (1 atm) at room temperature for 2 h. The catalyst was filtered through a celite pad and the solvent was evaporated under vacuum to afford 2-(piperidin-2-yl)-1H-indol-5-amine... Reaction SMILES: [N+:1]([C:4]1[CH:5]=[C:6]2[C:10](=[CH:11][CH:12]=1)[NH:9][C:8]([C:13]1[CH:18]=[CH:17][CH:16]=[CH:15][N:14]=1)=[CH:7]2)([O-])=O>Cl.CO>[NH:14]1[CH2:15][CH2:16][CH2:17][CH2:18][CH:13]1[C:8]1[NH:9][C:10]2[C:6]([CH:7]=1)=[CH:5][C:4]([NH2:1])=[CH:12][CH:11]=2 |f:1.2|. Yields the product N1C(CCCC1)C=1NC2=CC=C(C=C2C1)N (2-(piperidin-2-yl)-1H-indol-5-amine). As a reaction SMILES: [CH2:1]([OH:23])[C@H:2]1[O:7][C@H:6]([O:8][C@H:9]2[C@H:14]([OH:15])[C@@H:13]([OH:16])[C@H:12]([OH:17])[O:11][C@@H:10]2[CH2:18][OH:19])[C@H:5]([OH:20])[C@@H:4]([OH:21])[C@@H:3]1[OH:22]>C(O)(C)C>[CH2:1]([OH:23])[C@H:2]1[O:7][C@H:6]([O:8][C@H:9]2[C@H:14]([OH:15])[C@@H:13]([OH:16])[C@@H:12]([OH:17])[O:11][C@@H:10]2[CH2:18][OH:19])[C@H:5]([OH:20])[C@@H:4]([OH:21])[C@@H:3]1[OH:22]. Reported procedure: a procedure wherein amorphous maltose beads are refluxed in either anhydrous maltose or anhydrous isopropanol overnight to obtain a crystalline alpha-maltose. Starting materials: C([C@@H]1[C@H]([C@@H]([C@H]([C@H](O1)O[C@@H]2[C@H](O[C@H]([C@@H]([C@H]2O)O)O)CO)O)O)O)O (maltose), C([C@@H]1[C@H]([C@@H]([C@H]([C@H](O1)O[C@@H]2[C@H](O[C@H]([C@@H]([C@H]2O)O)O)CO)O)O)O)O (maltose). Yields the product C([C@@H]1[C@H]([C@@H]([C@H]([C@H](O1)O[C@@H]2[C@H](O[C@@H]([C@@H]([C@H]2O)O)O)CO)O)O)O)O (alpha-maltose). The solvent is C(C)(C)O (isopropanol). The reactants are OCc1ccccc1, OO. The product is O=Cc1ccccc1. RXN SMILES: [CH2:1]([c:2]1[cH:3][cH:4][cH:5][cH:6][cH:7]1)[OH:8].[OH:9][OH:10]>>[CH:1]([c:2]1[cH:3][cH:4][cH:5][cH:6][cH:7]1)=[O:8]. The reactants are C1CCOC1, CC12C=CCC1C1CCC3CC(=O)CCC3C1CC2, O. Yields the product CC12C=CCC1C1CCC3CC(O)CCC3C1CC2. As a reaction SMILES: [CH2:21]1[O:22][CH2:23][CH2:24][CH2:25]1.[CH3:1][C:2]12[CH:3]=[CH:4][CH2:5][CH:6]1[CH:7]1[CH2:8][CH2:9][CH:10]3[CH2:11][C:12](=[O:19])[CH2:13][CH2:14][CH:15]3[CH:16]1[CH2:17][CH2:18]2.[OH2:20]>>[CH3:1][C:2]12[CH:3]=[CH:4][CH2:5][CH:6]1[CH:7]1[CH2:8][CH2:9][CH:10]3[CH2:11][CH:12]([OH:19])[CH2:13][CH2:14][CH:15]3[CH:16]1[CH2:17][CH2:18]2.